Dataset: the Open Reaction Database (ORD), a public repository of structured organic reaction records. Task: describe an organic reaction: reactants, conditions, products, and yield The reactants are O=C(Cl)c1cccc(F)c1, [Na+], [Na+], O=C([O-])[O-], O, c1ccc(C23CNCC2C3)cc1, c1ccccc1. The product is O=C(c1cccc(F)c1)N1CC2CC2(c2ccccc2)C1. As a reaction SMILES: [F:25][c:26]1[cH:27][c:28]([C:29](=[O:30])[Cl:31])[cH:32][cH:33][cH:34]1.[Na+:19].[Na+:20].[O-:21][C:22](=[O:23])[O-:24].[OH2:35].[c:1]1([C:7]23[CH2:8][NH:9][CH2:10][CH:11]2[CH2:12]3)[cH:2][cH:3][cH:4][cH:5][cH:6]1.[cH:13]1[cH:14][cH:15][cH:16][cH:17][cH:18]1>>[c:1]1([C:7]23[CH2:8][N:9]([C:29]([c:28]4[cH:27][c:26]([F:25])[cH:34][cH:33][cH:32]4)=[O:30])[CH2:10][CH:11]2[CH2:12]3)[cH:2][cH:3][cH:4][cH:5][cH:6]1. The reactants are CC(C)(C)OC(=O)NCC(=O)c1ccc(Br)cc1, O=C([O-])[O-], COC(=O)NC(C(=O)N1CCCC1c1ncc(-c2ccc(B3OC(C)(C)C(C)(C)O3)cc2)[nH]1)C(C)C, COCCOC, [K+], [K+], O, c1ccc(P(c2ccccc2)(c2ccccc2)[Pd](P(c2ccccc2)(c2ccccc2)c2ccccc2)(P(c2ccccc2)(c2ccccc2)c2ccccc2)P(c2ccccc2)(c2ccccc2)c2ccccc2)cc1. As a reaction SMILES: [C:1]([CH3:2])([CH3:3])([CH3:4])[O:5][C:6]([NH:7][CH2:8][C:9](=[O:10])[c:11]1[cH:12][cH:13][c:14]([Br:17])[cH:15][cH:16]1)=[O:18].[C:55](=[O:56])([O-:57])[O-:58].[CH3:19][O:20][C:21]([NH:22][CH:23]([CH:24]([CH3:25])[CH3:26])[C:27](=[O:28])[N:29]1[CH:30]([c:34]2[nH:35][c:36](-[c:39]3[cH:40][cH:41][c:42]([B:45]4[O:46][C:47]([CH3:48])([CH3:49])[C:50]([CH3:51])([CH3:52])[O:53]4)[cH:43][cH:44]3)[cH:37][n:38]2)[CH2:31][CH2:32][CH2:33]1)=[O:54].[CH3:61][O:62][CH2:63][CH2:64][O:65][CH3:66].[K+:59].[K+:60].[OH2:144].[cH:67]1[cH:68][cH:69][c:70]([P:71]([Pd:72]([P:73]([c:74]2[cH:75][cH:76][cH:77][cH:78][cH:79]2)([c:80]2[cH:81][cH:82][cH:83][cH:84][cH:85]2)[c:86]2[cH:87][cH:88][cH:89][cH:90][cH:91]2)([P:92]([c:93]2[cH:94][cH:95][cH:96][cH:97][cH:98]2)([c:99]2[cH:100][cH:101][cH:102][cH:103][cH:104]2)[c:105]2[cH:106][cH:107][cH:108][cH:109][cH:110]2)[P:111]([c:112]2[cH:113][cH:114][cH:115][cH:116][cH:117]2)([c:118]2[cH:119][cH:120][cH:121][cH:122][cH:123]2)[c:124]2[cH:125][cH:126][cH:127][cH:128][cH:129]2)([c:130]2[cH:131][cH:132][cH:133][cH:134][cH:135]2)[c:136]2[cH:137][cH:138][cH:139][cH:140][cH:141]2)[cH:142][cH:143]1>>[C:1]([CH3:2])([CH3:3])([CH3:4])[O:5][C:6]([NH:7][CH2:8][C:9](=[O:10])[c:11]1[cH:12][cH:13][c:14](-[c:42]2[cH:41][cH:40][c:39](-[c:36]3[nH:35][c:34]([CH:30]4[N:29]([C:27]([CH:23]([NH:22][C:21]([O:20][CH3:19])=[O:54])[CH:24]([CH3:25])[CH3:26])=[O:28])[CH2:33][CH2:32][CH2:31]4)[n:38][cH:37]3)[cH:44][cH:43]2)[cH:15][cH:16]1)=[O:18]. The product is COC(=O)NC(C(=O)N1CCCC1c1ncc(-c2ccc(-c3ccc(C(=O)CNC(=O)OC(C)(C)C)cc3)cc2)[nH]1)C(C)C. The reactants are C([O-])([O-])=O.[Ca+2] (calcium carbonate), C([O-])([O-])=O.[Ca+2] (calcium carbonate), N[C@@H](CCC(=O)O)C(=O)O (glutamic acid), N[C@@H](CCC(=O)O)C(=O)O (glutamic acid). Solvent: O (water). The product is [Ca].N[C@@H](CC(=O)O)C(=O)O (calcium aspartic acid). Yield: 225.4%. As a reaction SMILES: [C:1](=[O:4])([O-:3])[O-].[Ca+2:5].[NH2:6][C@H:7]([C:13]([OH:15])=[O:14])[CH2:8]CC(O)=O>O>[Ca:5].[NH2:6][C@H:7]([C:13]([OH:15])=[O:14])[CH2:8][C:1]([OH:3])=[O:4] |f:0.1,4.5|. Procedure: 20 g of calcium carbonate (calcium content: 38%) was dispersed in 500 ml of water and dissolved therein by stirring, and 60 g of glutamic acid was added thereto to perform a reaction, then the solution was continually stirred until the calcium carbonate and glutamic acid were entirely dissolved. Bubbles were generated in the initial stage of reaction but they disappeared after a certain time. The resulting reaction solution was centrifuged to remove insoluble materials, and the clear supernatant... The reactants are N[C@@H]1[C@@H](CN(CC1)C=1SC(=CN1)C(=O)OCC)OC (ethyl cis(±)-2-(4-amino-3-methoxypiperidin-1-yl)-1,3-thiazole-5-carboxylate), ClC=1N=C(NC1C)C(=O)O (4-chloro-5-methyl-1H-imidazole-2-carboxylic acid), CCN=C=NCCCN(C)C.Cl (WSC hydrochloride). The product is ClC=1N=C(NC1C)C(=O)N[C@@H]1[C@@H](CN(CC1)C=1SC(=CN1)C(=O)OCC)OC (Ethyl cis(±)-2-(4-{[(4-chloro-5-methyl-1H-imidazol-2-yl)carbonyl]amino}-3-methoxypiperidin-1-yl)-1,3-thiazole-5-carboxylate). The yield is 19.7%. Procedure details: The same operation as in Example (1g) was performed using ethyl cis(±)-2-(4-amino-3-methoxypiperidin-1-yl)-1,3-thiazole-5-carboxylate obtained in Example (5d) (0.21 g, 0.73 mmol), 4-chloro-5-methyl-1H-imidazole-2-carboxylic acid obtained in Example (5c) (0.10 g, 0.64 mmol), WSC hydrochloride (0.27 g, 1.41 mmol) and DMAP (10 mg, 0.083 mmol), to obtain 54 mg of the title compound as a pale yellow solid (20%). The reagents and catalysts are CN(C)C=1C=CN=CC1 (DMAP). RXN SMILES: [NH2:1][C@H:2]1[CH2:7][CH2:6][N:5]([C:8]2[S:9][C:10]([C:13]([O:15][CH2:16][CH3:17])=[O:14])=[CH:11][N:12]=2)[CH2:4][C@H:3]1[O:18][CH3:19].[Cl:20][C:21]1[N:22]=[C:23]([C:27](O)=[O:28])[NH:24][C:25]=1[CH3:26].CCN=C=NCCCN(C)C.Cl>CN(C1C=CN=CC=1)C>[Cl:20][C:21]1[N:22]=[C:23]([C:27]([NH:1][C@H:2]2[CH2:7][CH2:6][N:5]([C:8]3[S:9][C:10]([C:13]([O:15][CH2:16][CH3:17])=[O:14])=[CH:11][N:12]=3)[CH2:4][C@H:3]2[O:18][CH3:19])=[O:28])[NH:24][C:25]=1[CH3:26] |f:2.3|. Reactants: Cl (Hydrogen chloride), COC1=C(C#N)C=CC(=C1)OC (2,4-dimethoxy-benzonitrile), C(C)O (ethanol), Cl (hydrogen chloride). Run at time 7 hour. Yields the product Cl.COC1=C(C(OCC)=N)C=CC(=C1)OC (ethyl 2,4-dimethoxy-benzimidate hydrochloride). The yield is 57.0%. As a reaction SMILES: [ClH:1].[CH3:2][O:3][C:4]1[CH:11]=[C:10]([O:12][CH3:13])[CH:9]=[CH:8][C:5]=1[C:6]#[N:7].[CH2:14]([OH:16])[CH3:15]>>[ClH:1].[CH3:2][O:3][C:4]1[CH:11]=[C:10]([O:12][CH3:13])[CH:9]=[CH:8][C:5]=1[C:6](=[NH:7])[O:16][CH2:14][CH3:15] |f:3.4|. Reported procedure: Hydrogen chloride gas was passed through a solution of 2,4-dimethoxy-benzonitrile (5.20 g, 32 mmol) in anhydrous ethanol (200 mL) at 0° C. After 7 h, hydrogen chloride gas was stopped and the reaction mixture was stirred at room temperature overnight. The solvent was removed and the residue was triturated in diethyl ether to afford ethyl 2,4-dimethoxy-benzimidate hydrochloride (4.5 g, 57%). It was used without further purification.